The task is: describe an organic reaction: reactants, conditions, products, and yield. This data is from the Open Reaction Database (ORD), a public repository of structured organic reaction records. Starting materials: [O-][n+]1ccccc1Br, CN(C)C=O, CC1(C)CNc2ccc([N+](=O)[O-])cc2O1, Cl, [H-], [Na+], O. Yields the product CC1(C)CN(c2cccc[n+]2[O-])c2ccc([N+](=O)[O-])cc2O1. As a reaction SMILES: [Br:19][c:20]1[n+:21]([O-:26])[cH:22][cH:23][cH:24][cH:25]1.[CH3:28][N:29]([CH3:30])[CH:31]=[O:32].[CH3:3][C:4]1([CH3:17])[O:5][c:6]2[c:7]([cH:10][cH:11][c:12]([N+:14](=[O:15])[O-:16])[cH:13]2)[NH:8][CH2:9]1.[ClH:18].[H-:1].[Na+:2].[OH2:27]>>[CH3:3][C:4]1([CH3:17])[O:5][c:6]2[c:7]([cH:10][cH:11][c:12]([N+:14](=[O:15])[O-:16])[cH:13]2)[N:8]([c:20]2[n+:21]([O-:26])[cH:22][cH:23][cH:24][cH:25]2)[CH2:9]1. Reactants: OC1=CC=C(CC2NCCC=3CCCCC23)C=C1.NC1=C(C2=CC=CC=C2C=C1)SC(C(C(=O)O)O)C1=CC=C(C=C1)OC ((-)-β-[(2-Amino-1-naphthalenyl)thio]-α-hydroxy-4-methoxybenzenepropanoic acid (-)-1-(p-hydroxybenzyl)-1,2,3,4,5,6,7,8-octahydroisoquinoline). Run in Cl (HCl). Product: NC1=C(C2=CC=CC=C2C=C1)SC(C(C(=O)O)O)C1=CC=C(C=C1)OC ((-)-β-[(2-amino-1-naphthalenyl)thio]-α-hydroxy-4-methoxybenzenepropanoic acid). RXN SMILES: OC1C=CC(CC2C3CCCCC=3CCN2)=CC=1.[NH2:19][C:20]1[CH:29]=[CH:28][C:27]2[C:22](=[CH:23][CH:24]=[CH:25][CH:26]=2)[C:21]=1[S:30][CH:31]([C:37]1[CH:42]=[CH:41][C:40]([O:43][CH3:44])=[CH:39][CH:38]=1)[CH:32]([OH:36])[C:33]([OH:35])=[O:34]>Cl>[NH2:19][C:20]1[CH:29]=[CH:28][C:27]2[C:22](=[CH:23][CH:24]=[CH:25][CH:26]=2)[C:21]=1[S:30][CH:31]([C:37]1[CH:38]=[CH:39][C:40]([O:43][CH3:44])=[CH:41][CH:42]=1)[CH:32]([OH:36])[C:33]([OH:35])=[O:34] |f:0.1|. Procedure details: (-)-β-[(2-Amino-1-naphthalenyl)thio]-α-hydroxy-4-methoxybenzenepropanoic acid (-)-1-(p-hydroxybenzyl)-1,2,3,4,5,6,7,8-octahydroisoquinoline, 4.9 g (0.0077 mol) was decomposed in 60 mL of 1N HCl. The resulting suspension was extracted with ethyl acetate (3×100 mL). The combined ethyl acetate solutions were dried (MgSO4) and removal of the solvent gave 2.9 g of crude (-)-β-[(2-amino-1-naphthalenyl)thio]-α-hydroxy-4-methoxybenzenepropanoic acid. Recrystallization rom CHCl3 (10 mL) overnight afforde... The reactants are C(C)(C)(C)C=1C=C(C=CC1)NC(C1=CN=C(C=C1)N1CCNCC1)=O (N-(3-tert-butyl-phenyl)-6-piperazin-1-yl-nicotinamide), ClC1=NC=C(C(=O)O)C=C1 (6-chloro nicotinic acid), C(C)(C)(C)C=1C=C(C=CC1)NC(=O)C1=CC(=C(C=C1)N1CCN(CC1)C1=CC=C(C(=O)O)C=C1)F (4-{4-[4-(3-tert-butyl-phenylcarbamoyl)-2-fluoro-phenyl]-piperazin-1-yl}-benzoic acid). Product: C(C)(C)(C)C=1C=C(C=CC1)NC(=O)C=1C=CC(=NC1)N1CCN(CC1)C1=NC=C(C(=O)O)C=C1 (6-{4-[5-(3-tert-Butyl-phenylcarbamoyl)-pyridin-2-yl]-piperazin-1-yl}-nicotinic acid). RXN SMILES: [C:1]([C:5]1[CH:6]=[C:7]([NH:11][C:12](=[O:25])[C:13]2[CH:18]=[CH:17][C:16]([N:19]3[CH2:24][CH2:23][NH:22][CH2:21][CH2:20]3)=[N:15][CH:14]=2)[CH:8]=[CH:9][CH:10]=1)([CH3:4])([CH3:3])[CH3:2].Cl[C:27]1[CH:35]=[CH:34][C:30]([C:31]([OH:33])=[O:32])=[CH:29][N:28]=1.C(C1C=C(NC(C2C=CC(N3CCN(C4C=CC(C(O)=O)=CC=4)CC3)=C(F)C=2)=O)C=CC=1)(C)(C)C>>[C:1]([C:5]1[CH:6]=[C:7]([NH:11][C:12]([C:13]2[CH:18]=[CH:17][C:16]([N:19]3[CH2:24][CH2:23][N:22]([C:27]4[CH:35]=[CH:34][C:30]([C:31]([OH:33])=[O:32])=[CH:29][N:28]=4)[CH2:21][CH2:20]3)=[N:15][CH:14]=2)=[O:25])[CH:8]=[CH:9][CH:10]=1)([CH3:4])([CH3:2])[CH3:3]. Reported procedure: 6-{4-[5-(3-tert-Butyl-phenylcarbamoyl)-pyridin-2-yl]-piperazin-1-yl}-nicotinic acid was synthesized from N-(3-tert-butyl-phenyl)-6-piperazin-1-yl-nicotinamide and 6-chloro nicotinic acid in a manner similar to the one described in the synthesis of 4-{4-[4-(3-tert-butyl-phenylcarbamoyl)-2-fluoro-phenyl]-piperazin-1-yl}-benzoic acid above. LCMS calcd for C26H29N5O3 (m/e) 459, obsd 460 (M+H). The reactants are CC(=O)O, CC(C)(C)C=O, ClCCl, Cl, CC(C)CC(N)C(=O)OC(C)(C)C. The product is CC(C)CC(NCC(C)(C)C)C(=O)OC(C)(C)C. RXN SMILES: [CH3:21][C:22](=[O:23])[OH:24].[CH:15]([C:16]([CH3:17])([CH3:18])[CH3:19])=[O:20].[Cl:25][CH2:26][Cl:27].[ClH:1].[NH2:2][CH:3]([C:4](=[O:5])[O:6][C:7]([CH3:8])([CH3:9])[CH3:10])[CH2:11][CH:12]([CH3:13])[CH3:14]>>[NH:2]([CH:3]([C:4](=[O:5])[O:6][C:7]([CH3:8])([CH3:9])[CH3:10])[CH2:11][CH:12]([CH3:13])[CH3:14])[CH2:15][C:16]([CH3:17])([CH3:18])[CH3:19]. The reactants are N#Cc1ccc2[nH]nc(C=O)c2c1, CC(C)NC(=O)c1c[nH]nc1-c1nc2cc(C(=O)NCc3cccnc3)ccc2[nH]1, CN1CCN(C(=O)Nc2cn(C3CCCCO3)nc2-c2nc3cc4c(cc3[nH]2)CCC4)CC1. Product: CN1CCN(C(=O)Nc2c[nH]nc2-c2nc3cc4c(cc3[nH]2)CCC4)CC1. RXN SMILES: [CH:64]([c:65]1[c:66]2[c:67]([cH:68][cH:69][c:70]([C:71]#[N:72])[cH:73]2)[nH:74][n:75]1)=[O:76].[n:1]1[cH:2][cH:3][cH:4][c:5]([CH2:6][NH:7][C:8]([c:9]2[cH:10][cH:11][c:12]3[nH:13][c:14](-[c:15]4[c:16]([C:17](=[O:18])[NH:19][CH:20]([CH3:21])[CH3:22])[cH:23][nH:24][n:25]4)[n:26][c:27]3[cH:28]2)=[O:29])[cH:30]1.[nH:31]1[c:32](-[c:43]2[n:44][n:45]([CH:58]3[CH2:59][CH2:60][CH2:61][CH2:62][O:63]3)[cH:46][c:47]2[NH:48][C:49](=[O:50])[N:51]2[CH2:52][CH2:53][N:54]([CH3:57])[CH2:55][CH2:56]2)[n:33][c:34]2[cH:35][c:36]3[c:40]([cH:41][c:42]12)[CH2:39][CH2:38][CH2:37]3>>[n:31]1[c:32](-[c:43]2[n:44][nH:45][cH:46][c:47]2[NH:48][C:49](=[O:50])[N:51]2[CH2:52][CH2:53][N:54]([CH3:57])[CH2:55][CH2:56]2)[nH:33][c:34]2[cH:35][c:36]3[c:40]([cH:41][c:42]12)[CH2:39][CH2:38][CH2:37]3. The reactants are [H-].[Na+] (NaH), C1(=CC=CC=C1O)C (o-cresol), CCOCC (Et2O), C(OC)Cl (MOMCl), CCOCC (Et2O). Solvent: CCOCC.CN(C)C=O (Et2O DMF), O (H2O). Reaction conditions: time 30 minute. Yields the product COCOC1=C(C=CC=C1)C (1-(methoxymethoxy)-2-methylbenzene). RXN SMILES: [H-].[Na+].[C:3]1([CH3:10])[C:8]([OH:9])=[CH:7][CH:6]=[CH:5][CH:4]=1.C[CH2:12][O:13][CH2:14]C.C(Cl)OC>CCOCC.CN(C=O)C.O>[CH3:12][O:13][CH2:14][O:9][C:8]1[CH:7]=[CH:6][CH:5]=[CH:4][C:3]=1[CH3:10] |f:0.1,5.6|. Reported procedure: To a suspension of NaH (60% dispersion in mineral oil; 1.2 eq) in Et2O/DMF (5:1, 0.2M) a solution of o-cresol in Et2O (1 eq, 2M) was added dropwise over 15 min. A solution of MOMCl in Et2O (1.1 eq, 2M) was added and the mixture was stirred for 30 min then poured into H2O and extracted with Et2O. The combined organic extracts were washed with 1N NaOH, H2O and brine, dried over Na2SO4, filtered and evaporated in vacuo to give the title compound. The product was used in the next step without furthe...